Dataset: the Open Reaction Database (ORD), a public repository of structured organic reaction records. Task: describe an organic reaction: reactants, conditions, products, and yield Starting materials: CCOCC, O=C(CCl)N1CCC(Cc2ccccc2)CC1, Nc1ccc2[nH]c(=O)sc2c1. Product: O=C(CNc1ccc2[nH]c(=O)sc2c1)N1CCC(Cc2ccccc2)CC1. As a reaction SMILES: [CH2:29]([O:30][CH2:31][CH3:32])[CH3:33].[Cl:12][CH2:13][C:14](=[O:15])[N:16]1[CH2:17][CH2:18][CH:19]([CH2:22][c:23]2[cH:24][cH:25][cH:26][cH:27][cH:28]2)[CH2:20][CH2:21]1.[NH2:1][c:2]1[cH:3][c:4]2[c:5]([nH:6][c:7](=[O:9])[s:8]2)[cH:10][cH:11]1>>[NH:1]([c:2]1[cH:3][c:4]2[c:5]([nH:6][c:7](=[O:9])[s:8]2)[cH:10][cH:11]1)[CH2:13][C:14](=[O:15])[N:16]1[CH2:17][CH2:18][CH:19]([CH2:22][c:23]2[cH:24][cH:25][cH:26][cH:27][cH:28]2)[CH2:20][CH2:21]1. The reactants are C1(CCCCC1)C(C(=O)O)OC (cyclohexyl-methoxy-acetic acid), C(C1=CC=CC=C1)C1=NC2=C(N1C(C(=O)NC1CCCCC1)C1CCCCC1)C=C(C(=C2)F)Cl (2-(2-Benzyl-6-chloro-5-fluoro-benzoimidazol-1-yl)-2,N-dicyclohexyl-acetamide), ClC=1C=C(C=CC1)CC(=O)O ((3-chloro-phenyl)-acetic acid), C1(CCCC1)[N+]#[C-] (cyclopentyl isocyanide), C1(CCCCC1)C=O (cyclohexanecarbaldehyde), ClC=1C=C(C=O)C=CC1 (3-chlorobenzaldehyde), C1(CCCCC1)[N+]#[C-] (cyclohexyl isocyanide). Yields the product ClC=1C(=CC2=C(N(C(=N2)C(OC)C2CCCCC2)C(C(=O)NC2CCCC2)C2=CC(=CC=C2)Cl)C1)F (2-[6-Chloro-2-(cyclohexyl-methoxy-methyl)-5-fluoro-benzoimidazol-1-yl]-2-(3-chloro-phenyl)-N-cyclopentyl-acetamide). As a reaction SMILES: [CH2:1]([C:8]1[N:12]([CH:13]([CH:23]2[CH2:28][CH2:27][CH2:26][CH2:25][CH2:24]2)[C:14]([NH:16][CH:17]2[CH2:22][CH2:21]C[CH2:19][CH2:18]2)=[O:15])[C:11]2[CH:29]=[C:30]([Cl:34])[C:31]([F:33])=[CH:32][C:10]=2[N:9]=1)[C:2]1[CH:7]=[CH:6][CH:5]=[CH:4][CH:3]=1.C1([CH:41]=[O:42])CCCCC1.[Cl:43]C1C=C(C=CC=1)C=O.ClC1C=C(CC(O)=O)C=CC=1.C1(C(OC)C(O)=O)CCCCC1.C1([N+]#[C-])CCCCC1.C1([N+]#[C-])CCCC1>>[Cl:34][C:30]1[C:31]([F:33])=[CH:32][C:10]2[N:9]=[C:8]([CH:1]([CH:2]3[CH2:7][CH2:6][CH2:5][CH2:4][CH2:3]3)[O:42][CH3:41])[N:12]([CH:13]([C:23]3[CH:24]=[CH:25][CH:26]=[C:27]([Cl:43])[CH:28]=3)[C:14]([NH:16][CH:17]3[CH2:18][CH2:19][CH2:21][CH2:22]3)=[O:15])[C:11]=2[CH:29]=1. Reported procedure: The title compound was prepared in analogy to Example 1, replacing (2-amino-4,5-difluoro-phenyl)-carbamic acid tert-butyl ester with (2-amino-4-chloro-5-fluoro-phenyl)-carbamic acid tert-butyl ester (([CAS RN 579474-50-3]), Example 47), cyclohexanecarbaldehyde with 3-chlorobenzaldehyde ([CAS RN 587-04-2]), (3-chloro-phenyl)-acetic acid with DL-cyclohexyl-methoxy-acetic acid ([CAS RN 15540-18-8]) and cyclohexyl isocyanide with cyclopentyl isocyanide ([CAS RN 68498-54-4]). MS (ISP): 532.3 [M+H]+. The reactants are FC(C(=O)O)(F)F.FC(C(=O)O)(F)F.FC(C(=O)O)(F)F.ClC=1C=NC=2NC=3C=NC=C(CCC4=C(C=CC(NC1N2)=C4)OCCC4CCNCC4)C3 (6-chloro-12-(2-piperidin-4-ylethoxy)-2,4,8,18,22-pentaazatetracyclo[14.3.1.1(3,7).1(9,13)]docosa-1(20),3(22),4,6,9(21),10,12,16,18-nonaene tris(trifluoroacetate)), FC1=CC(=CC=C1)N=C=O (1-fluoro-3-isocyanatobenzene). Yields the product FC(C(=O)O)(F)F.FC(C(=O)O)(F)F.ClC=1C=NC=2NC=3C=NC=C(CCC4=C(C=CC(NC1N2)=C4)OCCC4CCN(CC4)C(=O)NC4=CC(=CC=C4)F)C3 (4-(2-{[6-Chloro-2,4,8,18,22-pentaazatetracyclo[14.3.1.1(3,7).1(9,13)]docosa-1(20),3(22),4,6,9(21),10,12,16,18-nonaen-12-yl]oxy}ethyl)-N-(3-fluorophenyl)piperidine-1-carboxamide bis(trifluoroacetate)). The yield is 60.0%. RXN SMILES: [F:1][C:2]([F:7])([F:6])[C:3]([OH:5])=[O:4].[F:8][C:9]([F:14])([F:13])[C:10]([OH:12])=[O:11].FC(F)(F)C(O)=O.[Cl:22][C:23]1[CH:24]=[N:25][C:26]2[NH:27][C:28]3[CH:29]=[N:30][CH:31]=[C:32]([CH:53]=3)[CH2:33][CH2:34][C:35]3[CH:43]=[C:39]([NH:40][C:41]=1[N:42]=2)[CH:38]=[CH:37][C:36]=3[O:44][CH2:45][CH2:46][CH:47]1[CH2:52][CH2:51][NH:50][CH2:49][CH2:48]1.[F:54][C:55]1[CH:60]=[CH:59][CH:58]=[C:57]([N:61]=[C:62]=[O:63])[CH:56]=1>>[F:1][C:2]([F:7])([F:6])[C:3]([OH:5])=[O:4].[F:8][C:9]([F:14])([F:13])[C:10]([OH:12])=[O:11].[Cl:22][C:23]1[CH:24]=[N:25][C:26]2[NH:27][C:28]3[CH:29]=[N:30][CH:31]=[C:32]([CH:53]=3)[CH2:33][CH2:34][C:35]3[CH:43]=[C:39]([NH:40][C:41]=1[N:42]=2)[CH:38]=[CH:37][C:36]=3[O:44][CH2:45][CH2:46][CH:47]1[CH2:48][CH2:49][N:50]([C:62]([NH:61][C:57]2[CH:58]=[CH:59][CH:60]=[C:55]([F:54])[CH:56]=2)=[O:63])[CH2:51][CH2:52]1 |f:0.1.2.3,5.6.7|. Procedure details: The desired compound was prepared according to the procedure of Example D41 using 6-chloro-12-(2-piperidin-4-ylethoxy)-2,4,8,18,22-pentaazatetracyclo[14.3.1.1(3,7).1(9,13)]docosa-1(20),3(22),4,6,9(21),10,12,16,18-nonaene tris(trifluoroacetate) and 1-fluoro-3-isocyanatobenzene as the starting materials in 60% yield. LCMS for C31H32ClFN7O2 (M+H)+: m/z=588.1. The reactants are solution, CC12COC(OC1)(OC2)C=2OC=CC2 (2-(4-Methyl-2,6,7-trioxabicyclo[2,2,2]oct-1-yl)furan), C(CCC)[Sn](CCCC)(CCCC)Cl (tributyltin chloride). Run in hexanes, C1CCOC1 (THF). Reaction conditions: temperature -78 celsius, time 30 minute. Yields the product CC12COC(OC1)(OC2)C2=CC=C(O2)[Sn](CCCC)(CCCC)CCCC (5-(4-Methyl-2,6,7-trioxabicyclo[2,2,2]oct-1-yl)-2-[tri(n-butyl)stannyl]furan). Yield: 95.1%. As a reaction SMILES: [CH3:1][C:2]12[CH2:9][O:8][C:5]([C:10]3[O:11][CH:12]=[CH:13][CH:14]=3)([O:6][CH2:7]1)[O:4][CH2:3]2.[CH2:15]([Sn:19](Cl)([CH2:24][CH2:25][CH2:26][CH3:27])[CH2:20][CH2:21][CH2:22][CH3:23])[CH2:16][CH2:17][CH3:18]>C1COCC1>[CH3:1][C:2]12[CH2:3][O:4][C:5]([C:10]3[O:11][C:12]([Sn:19]([CH2:20][CH2:21][CH2:22][CH3:23])([CH2:24][CH2:25][CH2:26][CH3:27])[CH2:15][CH2:16][CH2:17][CH3:18])=[CH:13][CH:14]=3)([O:6][CH2:7]1)[O:8][CH2:9]2. Procedure: 2-(4-Methyl-2,6,7-trioxabicyclo[2,2,2]oct-1-yl)furan (2.0 g, 10.2 mmol) was dissolved in THF (20 ml) and the solution was cooled to −78° C. n-Buli (1.6M solution in hexanes, 7.7 ml, 12.32 mmol) was added and the mixture stirred at −78° C. for 30 min, allowed to warm to 0° C. for 20 min. and then recooled to −78° C. The tributyltin chloride (3.5 ml, 4.68 g, 14.4 mmol) was added and stirring was continued at −78° C. for 15 min. The mixture was allowed to warm gradually to room temperature and stir... Reactants: N#Cc1cccnc1Cl, ClCCl, COc1cc(N)c(Cl)cc1C(=O)NC1CCN(CCN)CC1OC, [Na+], [Na+], O=C([O-])[O-]. The product is COc1cc(N)c(Cl)cc1C(=O)NC1CCN(CCNc2ncccc2C#N)CC1OC. As a reaction SMILES: [Cl:1][c:2]1[n:3][cH:4][cH:5][cH:6][c:7]1[C:8]#[N:9].[Cl:40][CH2:41][Cl:42].[NH2:10][c:11]1[cH:12][c:13]([O:32][CH3:33])[c:14]([C:15](=[O:16])[NH:17][CH:18]2[CH:19]([O:27][CH3:28])[CH2:20][N:21]([CH2:24][CH2:25][NH2:26])[CH2:22][CH2:23]2)[cH:29][c:30]1[Cl:31].[Na+:34].[Na+:35].[O-:36][C:37](=[O:38])[O-:39]>>[c:2]1([NH:26][CH2:25][CH2:24][N:21]2[CH2:20][CH:19]([O:27][CH3:28])[CH:18]([NH:17][C:15]([c:14]3[c:13]([O:32][CH3:33])[cH:12][c:11]([NH2:10])[c:30]([Cl:31])[cH:29]3)=[O:16])[CH2:23][CH2:22]2)[n:3][cH:4][cH:5][cH:6][c:7]1[C:8]#[N:9]. Reactants: C(C(C)C)[C@@H]1COC2=C(N1CC(F)(F)F)C=CC(=C2)[N+](=O)[O-] ((3R)-3,4-dihydro-3-isobutyl-7-nitro-4-(2,2,2-trifluoroethyl)-2H-1,4-benzoxazine). The reagents and catalysts are [Pd] (Pd/C). Solvent: C(C)(=O)OCC (ethyl acetate). The product is NC1=CC2=C(N([C@@H](CO2)CC(C)C)CC(F)(F)F)C=C1 ((3R)-7-amino-3,4-dihydro-3-isobutyl-4-trifluoroethyl-2H-1,4-benzoxazine). Isolated yield 65.3%. As a reaction SMILES: [CH2:1]([C@H:5]1[N:10]([CH2:11][C:12]([F:15])([F:14])[F:13])[C:9]2[CH:16]=[CH:17][C:18]([N+:20]([O-])=O)=[CH:19][C:8]=2[O:7][CH2:6]1)[CH:2]([CH3:4])[CH3:3]>C(OCC)(=O)C.[Pd]>[NH2:20][C:18]1[CH:17]=[CH:16][C:9]2[N:10]([CH2:11][C:12]([F:15])([F:14])[F:13])[C@H:5]([CH2:1][CH:2]([CH3:4])[CH3:3])[CH2:6][O:7][C:8]=2[CH:19]=1. Procedure: This compound was prepared according to General Method 4 (EXAMPLE 1) from (3R)-3,4-dihydro-3-isobutyl-7-nitro-4-(2,2,2-trifluoroethyl)-2H-1,4-benzoxazine (0.22 g, 0.69 mmol) and 10% Pd/C (0.075 g) in 5 mL ethyl acetate to afford 0.13 g (65%) of (3R)-7-amino-3,4-dihydro-3-isobutyl-4-trifluoroethyl-2H-1,4-benzoxazine. Data for (3R)-7-amino-3,4-dihydro-3-isobutyl-4-trifluoroethyl-2H-1,4-benzoxazine: Rf 0.3 (3:1 hexanes:EtOAc); 1H NMR (400 MHz, CDCl3) δ 6.63 (d, 1H, J=8.5), 6.27 (dd, 1H, J=8.5, 2.6)... Reactants: Teflon, Cu(I)I, [Na+].[I-] (NaI), CNCCNC (N,N′-dimethyl ethylenediamine), BrC1=CC(=CC(=C1)C)OC (1-bromo-3-methoxy-5-methylbenzene). The solvent is O1CCOCC1 (dioxane). Product: IC1=CC(=CC(=C1)C)OC (1-iodo-3-methoxy-5-methylbenzene). The yield is 84.7%. RXN SMILES: [Na+].[I-:2].CNCCNC.Br[C:10]1[CH:15]=[C:14]([CH3:16])[CH:13]=[C:12]([O:17][CH3:18])[CH:11]=1>O1CCOCC1>[I:2][C:10]1[CH:15]=[C:14]([CH3:16])[CH:13]=[C:12]([O:17][CH3:18])[CH:11]=1 |f:0.1|. Reported procedure: Cu(I)I (0.05 g, 0.25 mmol) and NaI (1.49 g, 10 mmol) were added to an oven dried sealed tube and the tube sealed with a rubber septum and flushed with a stream of nitrogen for 15 min. Anhydrous dioxane (5 mL), N,N′-dimethyl ethylenediamine (0.055 mL, 0.50 mmol) and 1-bromo-3-methoxy-5-methylbenzene (1) (1.0 g, 5.0 mmol) were added via a syringe with vigorous stirring under a stream of nitrogen at room temperature. The rubber septum was replaced with the Teflon cap and the sealed tube was heated ... Reactants: OC(CC(=O)OC(C)(C)C)CC (t-butyl 3-hydroxypentanoate), C1(=CC=C(C=C1)S(=O)(=O)Cl)C (p-toluenesulfonyl chloride), ice water. The solvent is N1=CC=CC=C1 (pyridine), N1=CC=CC=C1 (pyridine). Run at time 24 hour. Yields the product C(C)(C)(C)OC(CC(CC)OS(=O)(=O)C1=CC=C(C)C=C1)=O (t-Butyl-3-tosyloxypentanoate). Yield: 7.9%. RXN SMILES: [OH:1][CH:2]([CH2:11][CH3:12])[CH2:3][C:4]([O:6][C:7]([CH3:10])([CH3:9])[CH3:8])=[O:5].[C:13]1([CH3:23])[CH:18]=[CH:17][C:16]([S:19](Cl)(=[O:21])=[O:20])=[CH:15][CH:14]=1>N1C=CC=CC=1>[C:7]([O:6][C:4](=[O:5])[CH2:3][CH:2]([O:1][S:19]([C:16]1[CH:17]=[CH:18][C:13]([CH3:23])=[CH:14][CH:15]=1)(=[O:21])=[O:20])[CH2:11][CH3:12])([CH3:8])([CH3:10])[CH3:9]. Procedure: A solution of t-butyl 3-hydroxypentanoate (5.22 g, 0.3 mol) in dry pyridine (10 ml) was treated with p-toluenesulfonyl chloride (6.3 g, 0.33 mol) dissolved in dry pyridine (15 ml). The resulting solution was stirred at room temperature for 24 h and poured into ice-water (300 ml). The oily layer was separated and dissolved in ether (140 ml). This solution was washed with water (3×150 ml) and dried over anhydrous MgSO4. Evaporation of the ether under reduced pressure gave an oil (7.75 g, 78.7%). i... Run in C1CCOC1 (THF). Starting materials: NC1=C(C=C(C=N1)C=1C=CC(=C(C1)C(=O)N1CCOCC1)F)C=1N=NN(C1)C(C)C ([5-[6-amino-5-(1-isopropyltriazol-4-yl)-3-pyridyl]-2-fluoro-phenyl]-morpholino-methanone), B(F)(F)F.CCOCC (BF3.Et2O), [BH4-].[Na+] (NaBH4). RXN SMILES: [NH2:1][C:2]1[N:7]=[CH:6][C:5]([C:8]2[CH:9]=[CH:10][C:11]([F:22])=[C:12]([C:14]([N:16]3[CH2:21][CH2:20][O:19][CH2:18][CH2:17]3)=O)[CH:13]=2)=[CH:4][C:3]=1[C:23]1[N:24]=[N:25][N:26]([CH:28]([CH3:30])[CH3:29])[CH:27]=1.B(F)(F)F.CCOCC.[BH4-].[Na+]>C1COCC1>[F:22][C:11]1[CH:10]=[CH:9][C:8]([C:5]2[CH:4]=[C:3]([C:23]3[N:24]=[N:25][N:26]([CH:28]([CH3:29])[CH3:30])[CH:27]=3)[C:2]([NH2:1])=[N:7][CH:6]=2)=[CH:13][C:12]=1[CH2:14][N:16]1[CH2:17][CH2:18][O:19][CH2:20][CH2:21]1 |f:1.2,3.4|. The yield is 41.5%. Procedure: To a solution of [5-[6-amino-5-(1-isopropyltriazol-4-yl)-3-pyridyl]-2-fluoro-phenyl]-morpholino-methanone (150 mg, 0.365 mmol) in THF (10.0 mL) was added BF3.Et2O (0.25 mL, 1.827 mmol) at 0° C. and stirred for 30 min. After 30 min, NaBH4 (69 mg, 1.827 mmol) was added at 0° C. and stirred at room temperature for 18 h. After cooling to 0° C., quenched with MeOH (2 mL) and heated to reflux for 6 h. The reaction mixture was diluted with EtOAc (20 mL), washed with water (20 mL), dried over anhydrous ... Conditions: temperature 0 celsius, time 30 minute. The product is FC1=C(C=C(C=C1)C=1C=C(C(=NC1)N)C=1N=NN(C1)C(C)C)CN1CCOCC1 (5-[4-fluoro-3-(morpholinomethyl)phenyl]-3-(1-isopropyltriazol-4-yl)pyridin-2-amine). Reactants: CC(/C=C/[C@H]1[C@@H](CC([C@@H]1C\C=C/CCCC(=O)O)=O)OC1OCCCC1)(CCC#CC)OC1OCCCC1 ((5Z,13E)-(11R,15RS)-15-methyl-9-oxo-11,15-bis(tetrahydropyran-2-yloxy)-5,13-prostadien-18-ynoic acid). Run in C(C)(=O)O.O.C1CCOC1 (acetic acid water THF). Product: O[C@@H]1CC([C@H](C\C=C/CCCC(=O)O)[C@H]1\C=C\C(CCC#CC)(C)O)=O ((5Z,13E)-(11R,15RS)-11,15-Dihydroxy-15-methyl-9-oxo-5,13-prostadien-18-ynoic Acid). Reaction SMILES: [CH3:1][C:2]([O:32]C1CCCCO1)([CH2:27][CH2:28][C:29]#[C:30][CH3:31])/[CH:3]=[CH:4]/[C@@H:5]1[C@@H:9]([CH2:10]/[CH:11]=[CH:12]\[CH2:13][CH2:14][CH2:15][C:16]([OH:18])=[O:17])[C:8](=[O:19])[CH2:7][C@H:6]1[O:20]C1CCCCO1>C(O)(=O)C.O.C1COCC1>[OH:20][C@H:6]1[C@H:5](/[CH:4]=[CH:3]/[C:2]([OH:32])([CH3:1])[CH2:27][CH2:28][C:29]#[C:30][CH3:31])[C@@H:9]([CH2:10]/[CH:11]=[CH:12]\[CH2:13][CH2:14][CH2:15][C:16]([OH:18])=[O:17])[C:8](=[O:19])[CH2:7]1 |f:1.2.3|. Procedure details: 500 mg. of (5Z,13E)-(11R,15RS)-15-methyl-9-oxo-11,15-bis(tetrahydropyran-2-yloxy)-5,13-prostadien-18-ynoic acid is agitated for 16 hours at 20° with 15 ml. of a mixture of glacial acetic acid/water/THF (65/35/10), then evaporated under vacuum, and the remainder purified by column chromatography on silica gel. With methylene chloride/5% methanol, 260 mg. of the title compound is obtained in the form of an oil.